This data is from the Open Reaction Database (ORD), a public repository of structured organic reaction records. The task is: describe an organic reaction: reactants, conditions, products, and yield Reactants: BrC=1C(=CC2=C(OC(OC2)CNCCC)C1)F (N-[(7-bromo-6-fluoro-4H-1,3-benzodioxin-2-yl)methyl]propan-1-amine), CS(=O)[O-].[Na+] (sodium methanesulfinate), N1[C@H](C(=O)O)CCC1 (L-proline). Reagents/catalysts: [Cu](I)I (copperiodide). The solvent is CS(=O)C (DMSO). Yields the product FC1=CC2=C(OC(OC2)CNCCC)C=C1S(=O)(=O)C (N-{[6-FLUORO-7-(METHYLSULFONYL)-4H-1,3-BENZODIOXIN-2-YL]METHYL}PROPAN-1-AMINE). Isolated yield 45.0%. Reaction SMILES: Br[C:2]1[C:3]([F:17])=[CH:4][C:5]2[CH2:10][O:9][CH:8]([CH2:11][NH:12][CH2:13][CH2:14][CH3:15])[O:7][C:6]=2[CH:16]=1.[CH3:18][S:19]([O-:21])=[O:20].[Na+].N1CCC[C@H]1C(O)=O>[Cu](I)I.CS(C)=O>[F:17][C:3]1[C:2]([S:19]([CH3:18])(=[O:21])=[O:20])=[CH:16][C:6]2[O:7][CH:8]([CH2:11][NH:12][CH2:13][CH2:14][CH3:15])[O:9][CH2:10][C:5]=2[CH:4]=1 |f:1.2|. Procedure: Preparation according to Example 18. N-[(7-bromo-6-fluoro-4H-1,3-benzodioxin-2-yl)methyl]propan-1-amine (0.30 g, 0.99 mmol), sodium methanesulfinate (0.15 g, 1.23 mmol, 85%), copperiodide (19 mg, 0.10 mmol), L-proline (56 mg, 0.49 mmol) and DMSO (6 ml) was heated at 140° C. for 1 h. Purification was made twice by flash column chromatography (ETOAc/MeOH 10:1) and afforded the title compound (135 mg, 45%). The amine was converted into the hydrochloric acid salt and crystallized from EtOH/DEE. M.p.... Reactants: C1(=CC=CC=C1)C1CC(NC1)=O (4-phenyl-pyrrolidin-2-one), S(=O)(=O)(OC)OC (dimethyl sulfate), [OH-].[Na+] (sodium hydroxide). The reagents and catalysts are S(=O)(=O)(O)[O-].C(CCC)[N+](CCCC)(CCCC)CCCC (tetrabutyl ammonium hydrogensulfate). The solvent is C1(=CC=CC=C1)C (toluene). Conditions: temperature 36 celsius, time 5 hour. Product: CN1C(CC(C1)C1=CC=CC=C1)=O (1-Methyl-4-phenyl-pyrrolidin-2-one). Reaction SMILES: [C:1]1([CH:7]2[CH2:11][NH:10][C:9](=[O:12])[CH2:8]2)[CH:6]=[CH:5][CH:4]=[CH:3][CH:2]=1.S(OC)(O[CH3:17])(=O)=O.[OH-].[Na+]>S([O-])(O)(=O)=O.C([N+](CCCC)(CCCC)CCCC)CCC.C1(C)C=CC=CC=1>[CH3:17][N:10]1[CH2:11][CH:7]([C:1]2[CH:2]=[CH:3][CH:4]=[CH:5][CH:6]=2)[CH2:8][C:9]1=[O:12] |f:2.3,4.5|. Reported procedure: A mixture of 4-phenyl-pyrrolidin-2-one (32.2 g; 0.2 mole), dimethyl sulfate (37.8 g; 0.3 mole), tetrabutyl ammonium hydrogensulfate (3.4 g; 0.01 mole), 50% aqueous sodium hydroxide solution (100 ml) and toluene (200 ml) is stirred at 36° C. for 5 hrs. After cooling, the aqueous phase is decanted, extracted with methylene chloride, and combined with the toluene phase. The organic phase is washed with water, dried and evaporated. The residue is distilled: b.p.0.2 mm Hg =120° C. Yield: 79%. Starting materials: ClC=1C(C(=C(C(C1Cl)=O)C#N)C#N)=O (2,3-Dichloro-5,6-dicyanobenzo-quinone), C(CC)C1=C(C(=C(C=2CC3=C(C(=C(C(=C3CC12)CCC)CCC)CCC)CCC)CCC)C(=O)OC)C(=O)OC (dimethyl 1,4,5,6,7,8-hexapropyl-9,10-dihydroanthracene-2,3-dicarboxylate). The solvent is C1=CC=CC=C1 (benzene). Product: C(CC)C1=C(C(=C(C2=CC3=C(C(=C(C(=C3C=C12)CCC)CCC)CCC)CCC)CCC)C(=O)OC)C(=O)OC (Dimethyl 1,4,5,6,7,8-hexapropylanthracene-2,3-dicarboxylate). Yield: 90.0%. Reaction SMILES: ClC1C(=O)C(C#N)=C(C#N)C(=O)C=1Cl.[CH2:15]([C:18]1[C:31]2[CH2:30][C:29]3[C:24](=[C:25]([CH2:41][CH2:42][CH3:43])[C:26]([CH2:38][CH2:39][CH3:40])=[C:27]([CH2:35][CH2:36][CH3:37])[C:28]=3[CH2:32][CH2:33][CH3:34])[CH2:23][C:22]=2[C:21]([CH2:44][CH2:45][CH3:46])=[C:20]([C:47]([O:49][CH3:50])=[O:48])[C:19]=1[C:51]([O:53][CH3:54])=[O:52])[CH2:16][CH3:17]>C1C=CC=CC=1>[CH2:15]([C:18]1[C:31]2[C:22](=[CH:23][C:24]3[C:29]([CH:30]=2)=[C:28]([CH2:32][CH2:33][CH3:34])[C:27]([CH2:35][CH2:36][CH3:37])=[C:26]([CH2:38][CH2:39][CH3:40])[C:25]=3[CH2:41][CH2:42][CH3:43])[C:21]([CH2:44][CH2:45][CH3:46])=[C:20]([C:47]([O:49][CH3:50])=[O:48])[C:19]=1[C:51]([O:53][CH3:54])=[O:52])[CH2:16][CH3:17]. Reported procedure: Dimethyl 1,4,5,6,7,8-hexapropyl-9,10-dihydroanthracene-2,3-dicarboxylate obtained in REFERENCE EXAMPLE 1 was used. 2,3-Dichloro-5,6-dicyanobenzo-quinone (0.729 g, 3.21 mmols) was added to a solution of dimethyl 1,4,5,6,7,8-hexapropyl-9,10-dihydroanthracene-2,3-dicarboxylate (1.554 g, 2.832 mmols) in benzene (25 ml). Subsequently, the mixture was refluxed for an hour. After filtration, the solvent in the mixture was removed in vacuum. Hexane was added to disintegrate into powders, whereby 1.393 g... Starting materials: Cc1ccccc1, CSc1ccc(CCl)cc1, CCCC[N+](CCCC)(CCCC)CCCC, [Cl-], N#C[Na], O. Product: CSc1ccc(CC#N)cc1. RXN SMILES: [CH3:15][c:16]1[cH:17][cH:18][cH:19][cH:20][cH:21]1.[CH3:1][S:2][c:3]1[cH:4][cH:5][c:6]([CH2:7][Cl:8])[cH:9][cH:10]1.[CH3:23][CH2:24][CH2:25][CH2:26][N+:27]([CH2:28][CH2:29][CH2:30][CH3:31])([CH2:32][CH2:33][CH2:34][CH3:35])[CH2:36][CH2:37][CH2:38][CH3:39].[Cl-:22].[Na:11][C:12]#[N:13].[OH2:14]>>[CH3:1][S:2][c:3]1[cH:4][cH:5][c:6]([CH2:7][C:12]#[N:13])[cH:9][cH:10]1. Reactants: CCOC(C)=O, ON=Cc1ncc(C(F)(F)F)cc1Cl, C1CCOC1, O. The product is N#Cc1ncc(C(F)(F)F)cc1Cl. RXN SMILES: [CH3:20][CH2:21][O:22][C:23](=[O:24])[CH3:25].[Cl:1][c:2]1[c:3]([CH:12]=[N:13][OH:14])[n:4][cH:5][c:6]([C:8]([F:9])([F:10])[F:11])[cH:7]1.[O:15]1[CH2:16][CH2:17][CH2:18][CH2:19]1.[OH2:26]>>[Cl:1][c:2]1[c:3]([C:12]#[N:13])[n:4][cH:5][c:6]([C:8]([F:9])([F:10])[F:11])[cH:7]1.